From a dataset of the Open Reaction Database (ORD), a public repository of structured organic reaction records. describe an organic reaction: reactants, conditions, products, and yield Reactants: [Cl-].[Al+3].[Cl-].[Cl-] (Aluminium chloride), BrBr (bromine), CC=1C=C(C=CC1)C(C)=S (m-Methylthioacetophenone). The solvent is C(Cl)(Cl)Cl (chloroform). Reaction conditions: time 1 hour. The product is CC=1C=C(C(CBr)=S)C=CC1 (m-Methylthiophenacyl bromide). The yield is 77.5%. Reaction SMILES: [CH3:1][C:2]1[CH:3]=[C:4]([C:8](=[S:10])[CH3:9])[CH:5]=[CH:6][CH:7]=1.[Cl-].[Al+3].[Cl-].[Cl-].[Br:15]Br>C(Cl)(Cl)Cl>[CH3:1][C:2]1[CH:3]=[C:4]([CH:5]=[CH:6][CH:7]=1)[C:8](=[S:10])[CH2:9][Br:15] |f:1.2.3.4|. Reported procedure: m-Methylthioacetophenone (7.14 g, 43 mmol) was dissolved in chloroform (100 ml). Aluminium chloride (catalytic amount) and bromine (2.2 ml, 43 mmol) were added and stirred for 1 h. The reaction was quenched with aqueous sodium chloride-sodium bicarbonate and the organic layer separated, dried (MgSO4) and evaporated under reduced pressure. The residue was taken up in ethyl acetate, washed with aqueous sodium bicarbonate, then brine, dried (MgSO4) and evaporated under reduced pressure to yield m-M... Reactants: [N+](=O)([O-])C1=CC2=C(N(C(CS2)=O)C)C=C1 (7-Nitro-4-methyl-4H-benzo[1,4]thiazin-3-one), C([O-])(O)=O.[Na+] (sodium bicarbonate). Run in C1CCOC1 (THF), C1CCOC1 (THF). The product is [N+](=O)([O-])C1=CC2=C(N(C=CS2)C)C=C1 (7-Nitro-4-methyl-4H-benzo[1,4]thiazine). RXN SMILES: [N+:1]([C:4]1[CH:15]=[CH:14][C:7]2[N:8]([CH3:13])[C:9](=O)[CH2:10][S:11][C:6]=2[CH:5]=1)([O-:3])=[O:2].C(=O)(O)[O-].[Na+]>C1COCC1>[N+:1]([C:4]1[CH:15]=[CH:14][C:7]2[N:8]([CH3:13])[CH:9]=[CH:10][S:11][C:6]=2[CH:5]=1)([O-:3])=[O:2] |f:1.2|. Reported procedure: 7 g 7-Nitro-4-methyl-4H-benzo[1,4]thiazin-3-one (from j)) in 10 ml THF were treated dropwise with 67.57 ml 2M borane dimethyl sulfide complex in THF at room temperature. After 16 hrs the mixture was poured into saturated aqueous sodium bicarbonate and extracted with ethyl acetate. The solvent was evaporated and the solid residue triturated with ether. Starting materials: C(C(=O)O)(=O)O.[N+](=O)([O-])C=C(NCCCOC1=CC(=CC=C1)CN1CCCCC1)SC (2-nitro-N-[3-[3-(1-piperidinylmethyl)phenoxy]propyl]-1-(methylthio)ethenamine oxalate), C([O-])(O)=O.[Na+] (sodium bicarbonate). Solvent: O (water). Yields the product [N+](=O)([O-])C=C(NCCCOC1=CC(=CC=C1)CN1CCCCC1)SC (2-Nitro-N-[3-[3-(1-piperidinylmethyl)phenoxy]propyl]-1-(methylthio)ethenamine). The yield is 90.0%. RXN SMILES: C(O)(=O)C(O)=O.[N+:7]([CH:10]=[C:11]([S:30][CH3:31])[NH:12][CH2:13][CH2:14][CH2:15][O:16][C:17]1[CH:22]=[CH:21][CH:20]=[C:19]([CH2:23][N:24]2[CH2:29][CH2:28][CH2:27][CH2:26][CH2:25]2)[CH:18]=1)([O-:9])=[O:8].C(=O)(O)[O-].[Na+]>O>[N+:7]([CH:10]=[C:11]([S:30][CH3:31])[NH:12][CH2:13][CH2:14][CH2:15][O:16][C:17]1[CH:22]=[CH:21][CH:20]=[C:19]([CH2:23][N:24]2[CH2:29][CH2:28][CH2:27][CH2:26][CH2:25]2)[CH:18]=1)([O-:9])=[O:8] |f:0.1,2.3|. Procedure details: To a solution of 2-nitro-N-[3-[3-(1-piperidinylmethyl)phenoxy]propyl]-1-(methylthio)ethenamine oxalate (0.9 g.) in water (20 ml.) was added sodium bicarbonate (3 g.). The suspension was extracted with ethyl acetate (2×20 ml.), the extracts dried (Na2CO3) and evaporated in vacuo to give the title compound (0.65 g.). Reactants: O=C(O)C(F)(F)F, Cn1nc(NCC(=O)NC2CNC2)c2cc(C(F)(F)F)ccc21, O=C1CCC(O)(c2nccs2)CC1. The product is Cn1nc(NCC(=O)NC2CN(C3CCC(O)(c4nccs4)CC3)C2)c2cc(C(F)(F)F)ccc21. RXN SMILES: [F:24][C:25]([F:26])([F:27])[C:28]([OH:29])=[O:30].[NH:1]1[CH2:2][CH:3]([NH:5][C:6]([CH2:7][NH:8][c:9]2[n:10][n:11]([CH3:22])[c:12]3[cH:13][cH:14][c:15]([C:18]([F:19])([F:20])[F:21])[cH:16][c:17]23)=[O:23])[CH2:4]1.[OH:31][C:32]1([c:39]2[s:40][cH:41][cH:42][n:43]2)[CH2:33][CH2:34][C:35](=[O:38])[CH2:36][CH2:37]1>>[N:1]1([CH:35]2[CH2:34][CH2:33][C:32]([OH:31])([c:39]3[s:40][cH:41][cH:42][n:43]3)[CH2:37][CH2:36]2)[CH2:2][CH:3]([NH:5][C:6]([CH2:7][NH:8][c:9]2[n:10][n:11]([CH3:22])[c:12]3[cH:13][cH:14][c:15]([C:18]([F:19])([F:20])[F:21])[cH:16][c:17]23)=[O:23])[CH2:4]1.